From a dataset of the Open Reaction Database (ORD), a public repository of structured organic reaction records. describe an organic reaction: reactants, conditions, products, and yield Solvent: C(C)O.C1(=CC=CC=C1)C.O (ethanol toluene water). RXN SMILES: [C:1]1([NH:7][C:8]([C:10]2[C:14](I)=[CH:13][N:12]([CH2:16][C:17]3[CH:22]=[CH:21][C:20]([O:23][CH3:24])=[CH:19][CH:18]=3)[N:11]=2)=[O:9])[CH:6]=[CH:5][CH:4]=[CH:3][CH:2]=1.[C:25](=[O:28])([O-])[O-].[K+].[K+]>C(O)C.C1(C)C=CC=CC=1.O.CC(C)([P](C(C)(C)C)([Pd][P](C(C)(C)C)(C(C)(C)C)C(C)(C)C)C(C)(C)C)C>[C:1]1([NH:7][C:8]([C:10]2[C:14]([C:1]3[CH:6]=[CH:5][CH:4]=[C:3]([CH2:25][OH:28])[CH:2]=3)=[CH:13][N:12]([CH2:16][C:17]3[CH:22]=[CH:21][C:20]([O:23][CH3:24])=[CH:19][CH:18]=3)[N:11]=2)=[O:9])[CH:6]=[CH:5][CH:4]=[CH:3][CH:2]=1 |f:1.2.3,4.5.6,^1:44,50|. The reagents and catalysts are CC(C)([P](C(C)(C)C)([Pd][P](C(C)(C)C)(C(C)(C)C)C(C)(C)C)C(C)(C)C)C (bis(tri-tert-butylphosphine)palladium). Yields the product C1(=CC=CC=C1)NC(=O)C1=NN(C=C1C1=CC(=CC=C1)CO)CC1=CC=C(C=C1)OC (4-(3-hydroxymethyl-phenyl)-1-(4-methoxy-benzyl)-1H-pyrazole-3-carboxylic acid phenylamide). Yield: 263.8%. Reaction conditions: temperature 120 celsius. The reactants are C1(=CC=CC=C1)NC(=O)C1=NN(C=C1I)CC1=CC=C(C=C1)OC (4-iodo-1-(4-methoxy-benzyl)-1H-pyrazole-3-carboxylic acid phenylamide), C([O-])([O-])=O.[K+].[K+] (potassium carbonate), 3-(hydroxmethyl)benzene boronic acid. Procedure: A mixture of 4-iodo-1-(4-methoxy-benzyl)-1H-pyrazole-3-carboxylic acid phenylamide (50 mg; 0.11 mmol), bis(tri-tert-butylphosphine)palladium (12 mg), potassium carbonate (100 mg; 0.66 mmol) and 3-(hydroxmethyl)benzene boronic acid (21 mg; 0.14 mmol) in ethanol/toluene/water (4 ml:1 ml:1 ml) was heated at 120° C. (50 W) for 15 minutes in a CEM Discover microwave synthesiser. The reaction was evaporated and the residue partitioned between ethyl acetate and brine. The ethyl acetate layer was separa...